Dataset: the Open Reaction Database (ORD), a public repository of structured organic reaction records. Task: describe an organic reaction: reactants, conditions, products, and yield The reactants are C(C)(C)(C)OC(NCCCO)=O ((3-Hydroxy-propyl)-carbamic acid tert-butyl ester), ClC1=C2C(=CC(OC2=CC=C1)=O)O (5-chloro-4-hydroxycoumarin), C1(=CC=CC=C1)P(C1=CC=CC=C1)C1=CC=CC=C1 (triphenylphosphine), CC(C)OC(=O)/N=N/C(=O)OC(C)C (DIAD). The solvent is C1CCOC1 (THF), C1CCOC1 (THF). Reaction conditions: time 3.5 hour. The product is C(C)(C)(C)OC(NCCCOC1=CC(OC2=C1C(=CC=C2)Cl)=O)=O ([3-(5-Chloro-2-oxo-2H-1-benzopyran-4-yloxy)-propyl]-carbamic acid tert-butyl ester). Yield: 20.0%. As a reaction SMILES: C1(P(C2C=CC=CC=2)C2C=CC=CC=2)C=CC=CC=1.CC(OC(/N=N/C(OC(C)C)=O)=O)C.[C:34]([O:38][C:39](=[O:45])[NH:40][CH2:41][CH2:42][CH2:43][OH:44])([CH3:37])([CH3:36])[CH3:35].[Cl:46][C:47]1[CH:56]=[CH:55][CH:54]=[C:53]2[C:48]=1[C:49](O)=[CH:50][C:51](=[O:57])[O:52]2>C1COCC1>[C:34]([O:38][C:39](=[O:45])[NH:40][CH2:41][CH2:42][CH2:43][O:44][C:49]1[C:48]2[C:47]([Cl:46])=[CH:56][CH:55]=[CH:54][C:53]=2[O:52][C:51](=[O:57])[CH:50]=1)([CH3:37])([CH3:35])[CH3:36]. Procedure: A solution of triphenylphosphine (0.438 g, 1.67 mmol) in 10 mL of THF is cooled to −78° C. and DIAD (0.430 g) is added in one portion. (3-Hydroxy-propyl)-carbamic acid tert-butyl ester (560 mg, 1.3 eq) in 1 mL of THF is added and the solution is allowed to warm to room temperature over the course of 1 hr. The yellow solution is treated with 5-chloro-4-hydroxycoumarin (0.300 g, 1.5 mmol) and is stirred at ambient temperature for 3.5 hrs. The solvent is removed under reduced pressure and the crude... Starting materials: CCOCC, CCO, C=CCOc1cccc2c1CN(C(c1ccccc1)c1ccccc1)C(C1OC(=O)NC1Cc1cc(F)cc(F)c1)C2, [Li+], [OH-], O. Product: C=CCOc1cccc2c1CN(C(c1ccccc1)c1ccccc1)C(C(O)C(N)Cc1cc(F)cc(F)c1)C2. RXN SMILES: [CH2:45]([O:46][CH2:47][CH3:48])[CH3:49].[CH3:50][CH2:51][OH:52].[F:1][c:2]1[cH:3][c:4]([CH2:5][CH:6]2[NH:7][C:8](=[O:38])[O:9][CH:10]2[CH:11]2[N:12]([CH:25]([c:26]3[cH:27][cH:28][cH:29][cH:30][cH:31]3)[c:32]3[cH:33][cH:34][cH:35][cH:36][cH:37]3)[CH2:13][c:14]3[c:15]([O:21][CH2:22][CH:23]=[CH2:24])[cH:16][cH:17][cH:18][c:19]3[CH2:20]2)[cH:39][c:40]([F:42])[cH:41]1.[Li+:44].[OH-:43].[OH2:53]>>[F:1][c:2]1[cH:3][c:4]([CH2:5][CH:6]([NH2:7])[CH:10]([OH:9])[CH:11]2[N:12]([CH:25]([c:26]3[cH:27][cH:28][cH:29][cH:30][cH:31]3)[c:32]3[cH:33][cH:34][cH:35][cH:36][cH:37]3)[CH2:13][c:14]3[c:15]([O:21][CH2:22][CH:23]=[CH2:24])[cH:16][cH:17][cH:18][c:19]3[CH2:20]2)[cH:39][c:40]([F:42])[cH:41]1.